This data is from the Open Reaction Database (ORD), a public repository of structured organic reaction records. The task is: describe an organic reaction: reactants, conditions, products, and yield The reactants are C(#N)/C(/C(=O)NCCC1=CC=C(C=C1)OCOC)=C\C=1C=NC=CC1 ((E)-2-cyano-N-(4-methoxymethoxyphenethyl)-3-(3-pyridyl)-2-propenoic acid amide), Cl (hydrochloric acid). Run in CO (methanol), C(C)O (ethanol). Reaction conditions: time 3 day. The product is Cl.C(#N)/C(/C(=O)NCCC1=CC=C(C=C1)O)=C\C=1C=NC=CC1 ((E)-2-cyano-N-(4-hydroxyphenethyl)-3-(3-pyridyl)-2-propenoic acid amide hydrochloride). The yield is 72.0%. RXN SMILES: [C:1](/[C:3](=[CH:19]\[C:20]1[CH:21]=[N:22][CH:23]=[CH:24][CH:25]=1)/[C:4]([NH:6][CH2:7][CH2:8][C:9]1[CH:14]=[CH:13][C:12]([O:15]COC)=[CH:11][CH:10]=1)=[O:5])#[N:2].[ClH:26]>CO.C(O)C>[ClH:26].[C:1](/[C:3](=[CH:19]\[C:20]1[CH:21]=[N:22][CH:23]=[CH:24][CH:25]=1)/[C:4]([NH:6][CH2:7][CH2:8][C:9]1[CH:14]=[CH:13][C:12]([OH:15])=[CH:11][CH:10]=1)=[O:5])#[N:2] |f:4.5|. Procedure details: (E)-2-cyano-N-(4-methoxymethoxyphenethyl)-3-(3-pyridyl)-2-propenoic acid amide (0.81 g, 2.4 mmol) obtained in Example 1 was dissolved in a mixed solution of methanol (10 ml) and ethanol (10 ml) and concentrated hydrochloric acid (0.3 ml) was added and stirred for 3 days. The precipitated crystal was filtered and washed with ether to yield the titled compound (0.57 g, 72%). Product: C=CC1=CC=CC=C1.C=CCCCCCC (styrene octene). Procedure: A styrene-octene copolymer was prepared in an inert environment under standard temperature and pressure by mixing 47.1 grams of styrene with 453.0 grams of octene in a beaker. After stirring, 4.0 milliliters of a 25% DIBAC solution was added to the beaker. The mixture was held for 30 minutes without stirring. A 3.0 milliliter portion of the catalyst mixture prepared in Example 1 was added to the beaker while stirring continuously. The entire mixture was allowed to react. The subsequent copolymer... RXN SMILES: [CH2:1]=[CH:2][C:3]1[CH:8]=[CH:7][CH:6]=[CH:5][CH:4]=1.[CH2:9]=[CH:10][CH2:11][CH2:12][CH2:13][CH2:14][CH2:15][CH3:16].CC(C[Al](Cl)CC(C)C)C>>[CH2:1]=[CH:2][C:3]1[CH:8]=[CH:7][CH:6]=[CH:5][CH:4]=1.[CH2:9]=[CH:10][CH2:11][CH2:12][CH2:13][CH2:14][CH2:15][CH3:16] |f:3.4|. Conditions: time 30 minute. Reactants: mixture, C=CC1=CC=CC=C1 (styrene), C=CCCCCCC (octene), CC(C)C[Al](CC(C)C)Cl (DIBAC). The reactants are S(=O)(Cl)Cl (Thionyl chloride), C(C)O (ethanol), Cl.N[C@@H](CCCCN)C(=O)O (L-lysine hydrochloride). Yields the product C(C)OC([C@@H](N)CCCCN)=O (L-Lysine ethyl ester). RXN SMILES: S(Cl)(Cl)=O.Cl.[NH2:6][C@H:7]([C:13]([OH:15])=[O:14])[CH2:8][CH2:9][CH2:10][CH2:11][NH2:12].[CH2:16](O)[CH3:17]>>[CH2:16]([O:14][C:13](=[O:15])[C@H:7]([CH2:8][CH2:9][CH2:10][CH2:11][NH2:12])[NH2:6])[CH3:17] |f:1.2|. Procedure: Thionyl chloride (5.0 ml, 8.06 g, 68 mmoles) was dropped into 500 ml of icecooled dry ethanol. The stirred mixture was kept for 20 min at this temperature and L-lysine hydrochloride (20 g, 109 mmoles) was added. Starting materials: CC1(C)CN(c2ccccc2[N+](=O)[O-])c2ccccc21, CO. Yields the product CC1(C)CN(c2ccccc2N)c2ccccc21. As a reaction SMILES: [CH3:1][C:2]1([CH3:20])[CH2:3][N:4]([c:11]2[c:12]([N+:17]([O-:18])=[O:19])[cH:13][cH:14][cH:15][cH:16]2)[c:5]2[cH:6][cH:7][cH:8][cH:9][c:10]21.[CH3:21][OH:22]>>[CH3:1][C:2]1([CH3:20])[CH2:3][N:4]([c:11]2[c:12]([NH2:17])[cH:13][cH:14][cH:15][cH:16]2)[c:5]2[cH:6][cH:7][cH:8][cH:9][c:10]21. The reactants are C(C1=CC=CC=C1)OC=1C=NC(=NC1)C1C(CN(CC1)C(=O)OC(C)(C)C)O (tert-butyl (3RS,4RS)-4-(5-benzyloxy-pyrimidin-2-yl)-3-hydroxy-piperidine-1-carboxylate). The reagents and catalysts are [Pd] (palladium-charcoal). Run in CO (methanol). The product is OC1CN(CCC1C1=NC=C(C=N1)O)C(=O)OC(C)(C)C (tert-butyl (3RS,4RS)-3-hydroxy-4-(5-hydroxy-pyrimidin-2-yl)-piperidine-1-carboxylate). Yield: 93.4%. RXN SMILES: C([O:8][C:9]1[CH:10]=[N:11][C:12]([CH:15]2[CH2:20][CH2:19][N:18]([C:21]([O:23][C:24]([CH3:27])([CH3:26])[CH3:25])=[O:22])[CH2:17][CH:16]2[OH:28])=[N:13][CH:14]=1)C1C=CC=CC=1>CO.[Pd]>[OH:28][CH:16]1[CH:15]([C:12]2[N:13]=[CH:14][C:9]([OH:8])=[CH:10][N:11]=2)[CH2:20][CH2:19][N:18]([C:21]([O:23][C:24]([CH3:27])([CH3:26])[CH3:25])=[O:22])[CH2:17]1. Reported procedure: A solution of 110 mg (0.29 mmol) of tert-butyl (3RS,4RS)-4-(5-benzyloxy-pyrimidin-2-yl)-3-hydroxy-piperidine-1-carboxylate in 5 ml of methanol was treated with 20 mg of 5% palladium-charcoal and hydrogenated at room temperature for 12 hours. For the working-up, the catalyst was filtered off and washed with 20 ml of methanol. The methanol solution was evaporated under reduced pressure and the resulting oil was crystallized by the addition of ether. There were obtained 80 mg (93% of theory) of ter... Reactants: ( 1 ), Cl.COC(CNC)=O (sarcosine methyl ester hydrochloride), Cl.C(C)OC(CN)=O (glycine ethyl ester hydrochloride), S=C(CCCCC)NCC(=O)OCC (Ethyl [(1-thioxohexyl)amino]acetate), S=C(CCCCC)NCC(=O)O ([(1-Thioxohexyl)amino]acetic acid). Yields the product CN(C(CCCCC)=S)CC(=O)O ([Methyl(1-thioxohexyl)amino]acetic acid). RXN SMILES: [S:1]=[C:2]([NH:8][CH2:9][C:10]([O:12]CC)=[O:11])[CH2:3][CH2:4][CH2:5][CH2:6][CH3:7].S=[C:16](NCC(O)=O)CCCCC.Cl.COC(=O)CNC.Cl.C(OC(=O)CN)C>>[CH3:16][N:8]([CH2:9][C:10]([OH:12])=[O:11])[C:2](=[S:1])[CH2:3][CH2:4][CH2:5][CH2:6][CH3:7] |f:2.3,4.5|. Procedure details: Following the procedure of Example 1 A (1), (2) and (3) except substituting sarcosine methyl ester hydrochloride of glycine ethyl ester hydrochloride, the title compound is obtained. Reactants: CS(=O)(=O)Cl, ClCCl, N#Cc1cc(N)cc(Br)c1, c1ccncc1. The product is CS(=O)(=O)Nc1cc(Br)cc(C#N)c1. Reaction SMILES: [CH3:11][S:12]([Cl:13])(=[O:14])=[O:15].[Cl:16][CH2:17][Cl:18].[NH2:1][c:2]1[cH:3][c:4]([C:5]#[N:6])[cH:7][c:8]([Br:10])[cH:9]1.[cH:19]1[cH:20][cH:21][n:22][cH:23][cH:24]1>>[NH:1]([c:2]1[cH:3][c:4]([C:5]#[N:6])[cH:7][c:8]([Br:10])[cH:9]1)[S:12]([CH3:11])(=[O:14])=[O:15]. Reactants: BrC=1C=CC(=C(C#N)C1)C1=CC(=NC=C1)F (5-bromo-2-(2-fluoropyridin-4-yl)benzonitrile), [Cl-].C(C)(C)(C)OC(C[Zn+])=O ((2-tert-butoxy-2-oxoethyl) zinc(II) chloride), CCOCC (ether). The reagents and catalysts are C=1C=CC(=CC1)/C=C/C(=O)/C=C/C2=CC=CC=C2.C=1C=CC(=CC1)/C=C/C(=O)/C=C/C2=CC=CC=C2.[Pd] (Pd(dba)2), CC(C)(C)P([C-]1C=CC=C1)C(C)(C)C.C1=CC=C(C=C1)[C-]2C(=C(C(=C2C3=CC=CC=C3)C4=CC=CC=C4)C5=CC=CC=C5)C6=CC=CC=C6.[Fe+2] (Q-phos). Run in C1CCOC1 (THF). Run at temperature 100 celsius, time 1 hour. Yields the product C(#N)C=1C=C(C=CC1C1=CC(=NC=C1)F)CC(=O)OC(C)(C)C (tert-butyl 2-(3-cyano-4-(2-fluoropyridin-4-yl)phenyl)acetate). Reaction SMILES: Br[C:2]1[CH:3]=[CH:4][C:5]([C:10]2[CH:15]=[CH:14][N:13]=[C:12]([F:16])[CH:11]=2)=[C:6]([CH:9]=1)[C:7]#[N:8].[Cl-].[C:18]([O:22][C:23](=[O:26])[CH2:24][Zn+])([CH3:21])([CH3:20])[CH3:19].CCOCC>C1C=CC(/C=C/C(/C=C/C2C=CC=CC=2)=O)=CC=1.C1C=CC(/C=C/C(/C=C/C2C=CC=CC=2)=O)=CC=1.[Pd].CC(P(C(C)(C)C)[C-]1C=CC=C1)(C)C.C1C=CC([C-]2C(C3C=CC=CC=3)=C(C3C=CC=CC=3)C(C3C=CC=CC=3)=C2C2C=CC=CC=2)=CC=1.[Fe+2].C1COCC1>[C:7]([C:6]1[CH:9]=[C:2]([CH2:24][C:23]([O:22][C:18]([CH3:21])([CH3:20])[CH3:19])=[O:26])[CH:3]=[CH:4][C:5]=1[C:10]1[CH:15]=[CH:14][N:13]=[C:12]([F:16])[CH:11]=1)#[N:8] |f:1.2,4.5.6,7.8.9|. Reported procedure: To a sealed tube were added 5-bromo-2-(2-fluoropyridin-4-yl)benzonitrile 206-3 (42 mg, 0.16 mmol), 0.5 M (2-tert-butoxy-2-oxoethyl) zinc(II) chloride 86-5 in ether (0.46 mL, 0.23 mmol), Pd(dba)2 (4.4 mg, 0.008 mmol), Q-phos (10.8 mg, 0.015 mmol) and THF (1 mL). The reaction mixture was bubbled with nitrogen for 1 minute and stirred at 100° C. for 1 hour. After cooling to room temperature, all the solvents were evaporated and the residue was redissolved in ethyl acetate, washed with water and bri... The reactants are O=C(O)C=CC(=O)O, CC[SiH](CC)CC, CN(Cc1ccc(F)cc1)C1CCN(c2ccc(C=O)cc2)CC1, O=C(O)C(F)(F)F. Product: O=C(O)C=CC(=O)O, Cc1ccc(N2CCC(N(C)Cc3ccc(F)cc3)CC2)cc1. As a reaction SMILES: [C:1]([CH:2]=[CH:3][C:4](=[O:5])[OH:6])(=[O:7])[OH:8].[CH2:33]([SiH:34]([CH2:35][CH3:36])[CH2:37][CH3:38])[CH3:39].[F:9][c:10]1[cH:11][cH:12][c:13]([CH2:14][N:15]([CH3:16])[CH:17]2[CH2:18][CH2:19][N:20]([c:23]3[cH:24][cH:25][c:26]([CH:29]=[O:30])[cH:27][cH:28]3)[CH2:21][CH2:22]2)[cH:31][cH:32]1.[OH:40][C:41]([C:42]([F:43])([F:44])[F:45])=[O:46]>>[C:1]([CH:2]=[CH:3][C:4](=[O:5])[OH:6])(=[O:7])[OH:8].[F:9][c:10]1[cH:11][cH:12][c:13]([CH2:14][N:15]([CH3:16])[CH:17]2[CH2:18][CH2:19][N:20]([c:23]3[cH:24][cH:25][c:26]([CH3:29])[cH:27][cH:28]3)[CH2:21][CH2:22]2)[cH:31][cH:32]1.